Dataset: the Open Reaction Database (ORD), a public repository of structured organic reaction records. Task: describe an organic reaction: reactants, conditions, products, and yield The reactants are COC(=O)CCCOC(C)=O, CCO. Reaction SMILES: [C:1]([CH3:2])(=[O:3])[O:4][CH2:5][CH2:6][CH2:7][C:8](=[O:9])[O:10][CH3:11].[CH3:12][CH2:13][OH:14]>>[C:1]([CH3:2])(=[O:3])[O:4][CH2:5][CH2:6][CH2:7][C:8](=[O:9])[O:10][CH2:11][CH3:12]. Product: CCOC(=O)CCCOC(C)=O. The reactants are [OH-].[In+3].[OH-].[OH-] (Indium (III) hydroxide), N(S(=O)(=O)C(F)(F)F)S(=O)(=O)C(F)(F)F (HNTf2). Run in O (water). Run at time 24 hour. Yields the product N(S(=O)(=O)C(F)(F)F)S(=O)(=O)C(F)(F)F.N(S(=O)(=O)C(F)(F)F)S(=O)(=O)C(F)(F)F.[In+3] (Indium(III) Bis-triflimide). RXN SMILES: [OH-].[In+3:2].[OH-].[OH-].[NH:5]([S:13]([C:16]([F:19])([F:18])[F:17])(=[O:15])=[O:14])[S:6]([C:9]([F:12])([F:11])[F:10])(=[O:8])=[O:7]>O>[NH:5]([S:6]([C:9]([F:12])([F:10])[F:11])(=[O:8])=[O:7])[S:13]([C:16]([F:19])([F:18])[F:17])(=[O:15])=[O:14].[NH:5]([S:6]([C:9]([F:12])([F:10])[F:11])(=[O:8])=[O:7])[S:13]([C:16]([F:19])([F:18])[F:17])(=[O:15])=[O:14].[In+3:2] |f:0.1.2.3,6.7.8|. Procedure details: 5.0 g of Indium (III) hydroxide was dissolved in 50 ml of water and to which 27.0 g of HNTf2 was added and stirred at room temperature for 24 hours. The reaction mixture was filtered and the filtrate was concentrated on a rotary evaporator and dried under vacuum (1 mmHg) for 3 days at 120° C. The unpurified indium(III) bis-triflimide was found to be an excellent Friedel-Crafts catalyst for the reaction of toluene, anisole and xylene with benzoyl chloride or benzoic anhydride.